This data is from the Open Reaction Database (ORD), a public repository of structured organic reaction records. The task is: describe an organic reaction: reactants, conditions, products, and yield Reactants: CC(C=O)=CCC (2-methyl-2-pentenal), CC(=O)C (acetone). Reagents/catalysts: O.O.C(C)(=O)[O-].[Zn+2].C(C)(=O)[O-] (zinc acetate dihydrate). The product is CC(C=CC(C)=O)=CCC (5-methyl-3,5-octadiene-2-one). The yield is 29.1%. RXN SMILES: [CH3:1][C:2](=[CH:5][CH2:6][CH3:7])[CH:3]=O.[CH3:8][C:9]([CH3:11])=[O:10]>O.O.C([O-])(=O)C.[Zn+2].C([O-])(=O)C>[CH3:1][C:2](=[CH:5][CH2:6][CH3:7])[CH:3]=[CH:8][C:9](=[O:10])[CH3:11] |f:2.3.4.5.6|. Procedure details: Into a 2 liter autoclave are charged 2-methyl-2-pentenal (196 grams), acetone (580 grams) and zinc acetate dihydrate. The reaction mixture is heated at 170°-180° C. for a period of 5 hours. After filtering the catalyst the organic layer is washed with 10% salt solution. Distillation and bulking fractions 4-8 gives 80.3 grams of product, B.P. 91°-98° C. at 5-7 mm Hg. pressure. The bulked fractions or separate fractions are useful for augmenting or enhancing the aroma or taste of the foodstuff. Starting materials: CC1(C)C=NC(C)(C)CC=CCCC=CC1, Cl, NO, O, O=S(=O)(O)O. The product is CC(C)(N)CC=CCCC=CCC(C)(C)C=NO. RXN SMILES: [CH3:1][C:2]1([CH3:16])[CH:3]=[N:4][C:5]([CH3:14])([CH3:15])[CH2:6][CH:7]=[CH:8][CH2:9][CH2:10][CH:11]=[CH:12][CH2:13]1.[ClH:24].[NH2:22][OH:23].[OH2:25].[S:17]([OH:18])([OH:19])(=[O:20])=[O:21]>>[CH3:1][C:2]([CH:3]=[N:22][OH:23])([CH2:13][CH:12]=[CH:11][CH2:10][CH2:9][CH:8]=[CH:7][CH2:6][C:5]([NH2:4])([CH3:14])[CH3:15])[CH3:16].